From a dataset of the Open Reaction Database (ORD), a public repository of structured organic reaction records. describe an organic reaction: reactants, conditions, products, and yield Starting materials: COC1=C(C2=CC=CC=C2C=C1OC)C=O (2,3-Dimethoxy-1-naphthaldehyde), C([O-])([O-])=O.[K+].[K+] (potassium carbonate), C(C)(C)Br (isopropyl bromide), CC(=O)C (acetone). Yields the product C(C)(C)OC=1C=C(C2=CC=CC=C2C1)C(=O)OC (Methyl 3-(isopropoxy)-1-naphthalenecarboxylate). Isolated yield 53.0%. Reaction SMILES: C[O:2][C:3]1[C:12](OC)=[CH:11][C:10]2[C:5](=[CH:6][CH:7]=[CH:8][CH:9]=2)[C:4]=1C=O.[C:17](=[O:20])([O-])[O-:18].[K+].[K+].[CH:23](Br)([CH3:25])[CH3:24].[CH3:27]C(C)=O>>[CH:23]([O:2][C:3]1[CH:12]=[C:11]([C:17]([O:18][CH3:27])=[O:20])[C:10]2[C:5]([CH:4]=1)=[CH:6][CH:7]=[CH:8][CH:9]=2)([CH3:25])[CH3:24] |f:1.2.3|. Procedure: A mixture of methyl 3-hydroxy-1-naphthalenecarboxylate (Example 6 subpart (b)) (0.94 g, 4.65 mmol), potassium carbonate (0.96 g, 6.98 mmol), isopropyl bromide (0.66 mL, 6.98 mmol) and acetone (46 mL) was heated at reflux for 44 h. After filtration the solvent was removed in vacuo. Column chromatography yielded the title compound as a light yellow oil (0.6 g, 53%). 1H NMR (CDCl3) δ 8.78 (m, 1H), 7.84 (d, 1H), 7.74 (m, 1H), 7.46 (m, 2H), 7.33 (d, 1H), 4.72 (m, 1H), 3.99 (s, 3H), 1.42 (s, 3H), 1.40... Product: COc1cc2c(cc1Br)CC(C)NN=C2c1ccc([N+](=O)[O-])cc1. As a reaction SMILES: [BH4-:2].[Br:4][c:5]1[c:6]([O:26][CH3:27])[cH:7][c:8]2[c:9]([cH:25]1)[CH2:10][C:11]([CH3:24])=[N:12][N:13]=[C:14]2[c:15]1[cH:16][cH:17][c:18]([N+:21](=[O:22])[O-:23])[cH:19][cH:20]1.[CH3:28][OH:29].[ClH:1].[Na+:3].[OH2:30]>>[Br:4][c:5]1[c:6]([O:26][CH3:27])[cH:7][c:8]2[c:9]([cH:25]1)[CH2:10][CH:11]([CH3:24])[NH:12][N:13]=[C:14]2[c:15]1[cH:16][cH:17][c:18]([N+:21](=[O:22])[O-:23])[cH:19][cH:20]1. Reactants: [BH4-], COc1cc2c(cc1Br)CC(C)=NN=C2c1ccc([N+](=O)[O-])cc1, CO, Cl, [Na+], O. Product: C1(=CC=CC=C1)N(C(OCCC1CCCC2=C(C=CC=C12)O)=O)C1=CC=CC=C1 (2-(5-hydroxy-1,2,3,4-tetrahydro-1-naphthyl)ethyl N,N-diphenylcarbamate). Starting materials: C1(=CC=CC=C1)N(C(OCCC1CCCC2=C(C=CC=C12)OC)=O)C1=CC=CC=C1 (2-(5-methoxy-1,2,3,4-tetrahydro-1-naphthyl)ethyl N,N-diphenylcarbamate), NC(CCSC)C(=O)O (DL-methionine), ice water. Conditions: time 16 hour. Solvent: CS(=O)(=O)O (methanesulfonic acid). Procedure details: A suspension of 2-(5-methoxy-1,2,3,4-tetrahydro-1-naphthyl)ethyl N,N-diphenylcarbamate (0.93 g) and DL-methionine (3.50 g) in methanesulfonic acid (15 ml) was stirred at room temperature for 16 hours, then poured into ice water. The resulting mixture was extracted with ethyl acetate. The extract was washed successively with 5% hydrochloric acid and brine, dried over sodium sulfate, and evaporated in vacuo to afford crude 2-(5-hydroxy-1,2,3,4-tetrahydro-1-naphthyl)ethyl N,N-diphenylcarbamate (0.7... The yield is 85.8%. As a reaction SMILES: [C:1]1([N:7]([C:25]2[CH:30]=[CH:29][CH:28]=[CH:27][CH:26]=2)[C:8](=[O:24])[O:9][CH2:10][CH2:11][CH:12]2[C:21]3[C:16](=[C:17]([O:22]C)[CH:18]=[CH:19][CH:20]=3)[CH2:15][CH2:14][CH2:13]2)[CH:6]=[CH:5][CH:4]=[CH:3][CH:2]=1.NC(C(O)=O)CCSC>CS(O)(=O)=O>[C:25]1([N:7]([C:1]2[CH:2]=[CH:3][CH:4]=[CH:5][CH:6]=2)[C:8](=[O:24])[O:9][CH2:10][CH2:11][CH:12]2[C:21]3[C:16](=[C:17]([OH:22])[CH:18]=[CH:19][CH:20]=3)[CH2:15][CH2:14][CH2:13]2)[CH:26]=[CH:27][CH:28]=[CH:29][CH:30]=1. The reactants are CC(CC(=O)C=1C=NC(=CC1)N1N=CC(=C1)C(F)(F)F)C (3-methyl-1-(6-(4-(trifluoromethyl)-1H-pyrazol-1-yl)pyridin-3-yl)butan-1-one), [BH4-].[Na+] (sodium borohydride), O (Water). Run in CO (methanol). Run at temperature 20 celsius, time 1 hour. The product is CC(CC(O)C=1C=NC(=CC1)N1N=CC(=C1)C(F)(F)F)C (3-methyl-1-(6-(4-(trifluoromethyl)-1H-pyrazol-1-yl)pyridin-3-yl)butan-1-ol). The yield is 99.5%. As a reaction SMILES: [CH3:1][CH:2]([CH3:21])[CH2:3][C:4]([C:6]1[CH:7]=[N:8][C:9]([N:12]2[CH:16]=[C:15]([C:17]([F:20])([F:19])[F:18])[CH:14]=[N:13]2)=[CH:10][CH:11]=1)=[O:5].[BH4-].[Na+].O>CO>[CH3:1][CH:2]([CH3:21])[CH2:3][CH:4]([C:6]1[CH:7]=[N:8][C:9]([N:12]2[CH:16]=[C:15]([C:17]([F:19])([F:18])[F:20])[CH:14]=[N:13]2)=[CH:10][CH:11]=1)[OH:5] |f:1.2|. Procedure details: To a 0° C. solution of 3-methyl-1-(6-(4-(trifluoromethyl)-1H-pyrazol-1-yl)pyridin-3-yl)butan-1-one (1.4 g, 4.7 mmol) in methanol (20 mL) was added sodium borohydride (367 mg, 9.4 mmol). The resulting mixture was stirred at 20° C. for 1 hour. Water was added and the mixture was extracted with ethyl acetate (40 mL). The organic layer was dried over anhydrous Na2SO4, filtered, and concentrated to give 3-methyl-1-(6-(4-(trifluoromethyl)-1H-pyrazol-1-yl)pyridin-3-yl)butan-1-ol (1.4 g) as a colorless ...